Task: describe an organic reaction: reactants, conditions, products, and yield. Dataset: the Open Reaction Database (ORD), a public repository of structured organic reaction records The reactants are C(C)OC(C(C=O)C=O)=O (2-formyl-3-oxo-propionic acid ethyl ester), Cl.N(N)C=1C=C(C(=O)O)C=CC1C (3-hydrazino-4-methyl-benzoic acid hydrochloride). Run in CCO (EtOH), CCO (EtOH). Conditions: time 8 hour. Yields the product C(C)OC(=O)C=1C=NN(C1)C1=C(C=CC(=C1)C(=O)O)C (1-(5-carboxy-2-methyl-phenyl)-1H-pyrazole-4-carboxylic acid ethyl ester). Isolated yield 67.8%. Reaction SMILES: [CH2:1]([O:3][C:4](=[O:10])[CH:5]([CH:8]=O)[CH:6]=O)[CH3:2].Cl.[NH:12]([C:14]1[CH:15]=[C:16]([CH:20]=[CH:21][C:22]=1[CH3:23])[C:17]([OH:19])=[O:18])[NH2:13]>CCO>[CH2:1]([O:3][C:4]([C:5]1[CH:8]=[N:13][N:12]([C:14]2[CH:15]=[C:16]([C:17]([OH:19])=[O:18])[CH:20]=[CH:21][C:22]=2[CH3:23])[CH:6]=1)=[O:10])[CH3:2] |f:1.2|. Procedure: A solution of 2-formyl-3-oxo-propionic acid ethyl ester (S. H. Bertz et al., J. Org. Chem., 1982, 47, 2216) (1.44 g, 10 mmol) in EtOH (10 mL) was cooled in an ice bath. A slurry of 3-hydrazino-4-methyl-benzoic acid hydrochloride (2.02 g, 10 mmol) in EtOH (50 mL) was added and the reaction was stirred overnight. The EtOH was removed under reduced pressure and the residue partitioned between water and CH2Cl2. The layers were separated and the organic layer washed with brine. The organic layer was ... The reactants are ice water, C(#N)C=1C(NC=2CCC3=C(C2C1)C=CC=C3)=O (2-cyano-5,6-dihydrobenzo[f]quinolin-3(4H)one), [OH-].[Na+] (sodium hydroxide). Run in S(O)(O)(=O)=O (sulfuric acid). Yields the product C1=C(C(NC=2CCC3=C(C12)C=CC=C3)=O)C(=O)N (5,6-Dihydrobenzo[f]quinolin-3(4H)-one-2-carboxamide). As a reaction SMILES: [C:1]([C:3]1[C:4](=[O:17])[NH:5][C:6]2[CH2:7][CH2:8][C:9]3[CH:16]=[CH:15][CH:14]=[CH:13][C:10]=3[C:11]=2[CH:12]=1)#[N:2].[OH-:18].[Na+]>S(=O)(=O)(O)O>[CH:12]1[C:11]2[C:10]3[CH:13]=[CH:14][CH:15]=[CH:16][C:9]=3[CH2:8][CH2:7][C:6]=2[NH:5][C:4](=[O:17])[C:3]=1[C:1]([NH2:2])=[O:18] |f:1.2|. Procedure details: Heat 5.5 gm 2-cyano-5,6-dihydrobenzo[f]quinolin-3(4H)one in 50 ml of 90% sulfuric acid at 100° for 11/2 hours. Cool the reaction mixture, pour into ice water and basify the aqueous mixture with 50% sodium hydroxide to give a tan precipitate. Filter the mixture and recrystallize the solid (dimethylformamide:acetonitrile) to give the title compound. Reactants: [OH-].[K+] (KOH), OO (hydrogen peroxide), E1, C(C1=CC=CC=C1)(=O)Cl (benzoyl chloride). Run in O (water). Reaction conditions: time 25 second. Yields the product C(C1=CC=CC=C1)(=O)OOC(C1=CC=CC=C1)=O (benzoyl peroxide). The yield is 63.0%. RXN SMILES: [OH-:1].[K+].[OH:3][OH:4].[C:5](Cl)(=[O:12])[C:6]1[CH:11]=[CH:10][CH:9]=[CH:8][CH:7]=1>O>[C:5]([O:3][O:4][C:5](=[O:12])[C:6]1[CH:11]=[CH:10][CH:9]=[CH:8][CH:7]=1)(=[O:1])[C:6]1[CH:11]=[CH:10][CH:9]=[CH:8][CH:7]=1 |f:0.1|. Procedure: Giving Benzoyl Peroxide as Major Product: A beaker was loaded with 1.23 g ~85% KOH pellets (19 mmoles) dissolved up to 15.9 ml with water, 2.04 ml of 30% aqueous hydrogen peroxide (20 inmoles), 50 ml of Freon® E1, and 2.32 ml of benzoyl chloride (20 mmoles) with ice bath cooling. An ultrasonic horn connected to a 40 Khz, 150 watt Dukane power source was started up at maximum power and lowered into the reaction mixture. After 25 seconds, ultrasonication was stopped, the solids filtered off, washe... Starting materials: OO (hydrogen peroxide), C([O-])([O-])=O.[Na+].[Na+] (sodium carbonate). The product is C(=O)([O-])[O-].C(=O)([O-])[O-].OO.OO.OO.[Na+].[Na+].[Na+].[Na+] (sodium percarbonate). As a reaction SMILES: [OH:1][OH:2].[C:3](=[O:6])([O-:5])[O-:4].[Na+:7].[Na+]>>[C:3]([O-:6])([O-:5])=[O:4].[C:3]([O-:6])([O-:5])=[O:4].[OH:1][OH:2].[OH:1][OH:2].[OH:1][OH:2].[Na+:7].[Na+:7].[Na+:7].[Na+:7] |f:1.2.3,4.5.6.7.8.9.10.11.12|. Reported procedure: According to a second aspect of the present invention, in some embodiments there is provided a process for the manufacture of sodium percarbonate in which hydrogen peroxide, sodium carbonate and an aqueous liquor are introduced into a reaction vessel in which the hydrogen peroxide and sodium carbonate react forming sodium percarbonate which precipitates out of solution, the precipitated sodium percarbonate is separated from the mother liquor and recovered as product and at least a fraction of th... Reactants: C(C1=CC=CC=C1)(=O)NC1=C(C2=CC=CC=C2C=C1)C#N (2-Benzoylaminonaphthalene-1-carbonitrile), tert-butylnitrile, Cl (hydrochloric acid). Reagents/catalysts: [Cu](Cl)Cl (copper(II) chloride). The solvent is C(C)#N (acetonitrile), C(C)#N (acetonitrile). Yields the product ClC1=C(C2=CC=CC=C2C=C1)C#N (2-Chloronaphthalene-1-carbonitrile). As a reaction SMILES: C(N[C:10]1[CH:19]=[CH:18][C:17]2[C:12](=[CH:13][CH:14]=[CH:15][CH:16]=2)[C:11]=1[C:20]#[N:21])(=O)C1C=CC=CC=1.[ClH:22]>C(#N)C.[Cu](Cl)Cl>[Cl:22][C:10]1[CH:19]=[CH:18][C:17]2[C:12](=[CH:13][CH:14]=[CH:15][CH:16]=2)[C:11]=1[C:20]#[N:21]. Reported procedure: 33.6 g (0.2 mole) of 2-aminonaphthalene-1-carbonitrile (cf. Example 1) in 250 ml of absolute acetonitrile were added at 65° C. to a suspension of 32.3 g (0.24 mole) of copper(II) chloride (anhydrous) and 30.9 g (0.3 mole) of tert-butylnitrile in 800 ml of absolute acetonitrile. After the end of gas evolution, 2,000 ml of 20% strength hydrochloric acid were added to the cooled reaction mixture, and the precipitate was isolated, washed and dried. 31.7 g (70% of theory) of the title compound of mel... The reactants are CCCc1nccn1-c1nc(N)nc2c1ncn2C1OC(COC(C)=O)C(OC(C)=O)C1OC(C)=O, C[Si](C)(C)Cl, ClCCl, N#N. Product: CCCc1nccn1-c1nc(Cl)nc2c1ncn2C1OC(COC(C)=O)C(OC(C)=O)C1OC(C)=O. As a reaction SMILES: [C:1]([CH3:2])(=[O:3])[O:4][CH:5]1[CH:6]([n:19]2[c:20]3[n:21][c:22]([NH2:36])[n:23][c:24](-[n:28]4[c:29]([CH2:33][CH2:34][CH3:35])[n:30][cH:31][cH:32]4)[c:25]3[n:26][cH:27]2)[O:7][CH:8]([CH2:14][O:15][C:16]([CH3:17])=[O:18])[CH:9]1[O:10][C:11]([CH3:12])=[O:13].[CH3:37][Si:38]([CH3:39])([CH3:40])[Cl:41].[Cl:44][CH2:45][Cl:46].[N:42]#[N:43]>>[C:1]([CH3:2])(=[O:3])[O:4][CH:5]1[CH:6]([n:19]2[c:20]3[n:21][c:22]([Cl:41])[n:23][c:24](-[n:28]4[c:29]([CH2:33][CH2:34][CH3:35])[n:30][cH:31][cH:32]4)[c:25]3[n:26][cH:27]2)[O:7][CH:8]([CH2:14][O:15][C:16]([CH3:17])=[O:18])[CH:9]1[O:10][C:11]([CH3:12])=[O:13]. The reactants are O=C([O-])[O-], CCOC(=O)CCCC(=O)c1cc(Cl)ccc1O, CCC(C)=O, CC1CN(C(=O)CCl)C(C)CN1Cc1ccc(F)cc1, [I-], [K+], [K+], [K+]. Yields the product CCOC(=O)CCCC(=O)c1cc(Cl)ccc1OCC(=O)N1CC(C)N(Cc2ccc(F)cc2)CC1C. RXN SMILES: [C:21](=[O:22])([O-:23])[O-:24].[CH2:29]([CH3:30])[O:31][C:32]([CH2:33][CH2:34][CH2:35][C:36](=[O:37])[c:38]1[c:39]([OH:45])[cH:40][cH:41][c:42]([Cl:44])[cH:43]1)=[O:46].[CH3:47][C:48](=[O:49])[CH2:50][CH3:51].[Cl:1][CH2:2][C:3](=[O:4])[N:5]1[CH:6]([CH3:20])[CH2:7][N:8]([CH2:12][c:13]2[cH:14][cH:15][c:16]([F:19])[cH:17][cH:18]2)[CH:9]([CH3:11])[CH2:10]1.[I-:28].[K+:25].[K+:26].[K+:27]>>[CH2:2]([C:3](=[O:4])[N:5]1[CH:6]([CH3:20])[CH2:7][N:8]([CH2:12][c:13]2[cH:14][cH:15][c:16]([F:19])[cH:17][cH:18]2)[CH:9]([CH3:11])[CH2:10]1)[O:45][c:39]1[c:38]([C:36]([CH2:35][CH2:34][CH2:33][C:32]([O:31][CH2:29][CH3:30])=[O:46])=[O:37])[cH:43][c:42]([Cl:44])[cH:41][cH:40]1.